This data is from the Open Reaction Database (ORD), a public repository of structured organic reaction records. The task is: describe an organic reaction: reactants, conditions, products, and yield The reactants are CCOC(=O)C1CC1c1cnc(N(C(=O)OC(C)(C)C)C(=O)OC(C)(C)C)c(-c2nnc(-c3ccc(CN(C)C(=O)OC(C)(C)C)cc3)o2)n1, C1CCOC1, CO, CCOC(C)=O, [Na+], [OH-]. Product: CN(Cc1ccc(-c2nnc(-c3nc(C4CC4C(=O)O)cnc3N(C(=O)OC(C)(C)C)C(=O)OC(C)(C)C)o2)cc1)C(=O)OC(C)(C)C. RXN SMILES: [C:1]([CH3:2])([CH3:3])([CH3:4])[O:5][C:6](=[O:7])[N:8]([c:9]1[n:10][cH:11][c:12]([CH:36]2[CH:37]([C:39](=[O:40])[O:41][CH2:42][CH3:43])[CH2:38]2)[n:13][c:14]1-[c:15]1[o:16][c:17](-[c:20]2[cH:21][cH:22][c:23]([CH2:26][N:27]([CH3:28])[C:29](=[O:30])[O:31][C:32]([CH3:33])([CH3:34])[CH3:35])[cH:24][cH:25]2)[n:18][n:19]1)[C:44](=[O:45])[O:46][C:47]([CH3:48])([CH3:49])[CH3:50].[CH2:53]1[O:54][CH2:55][CH2:56][CH2:57]1.[CH3:58][OH:59].[CH3:60][CH2:61][O:62][C:63]([CH3:64])=[O:65].[Na+:52].[OH-:51]>>[C:1]([CH3:2])([CH3:3])([CH3:4])[O:5][C:6](=[O:7])[N:8]([c:9]1[n:10][cH:11][c:12]([CH:36]2[CH:37]([C:39](=[O:40])[OH:41])[CH2:38]2)[n:13][c:14]1-[c:15]1[o:16][c:17](-[c:20]2[cH:21][cH:22][c:23]([CH2:26][N:27]([CH3:28])[C:29](=[O:30])[O:31][C:32]([CH3:33])([CH3:34])[CH3:35])[cH:24][cH:25]2)[n:18][n:19]1)[C:44](=[O:45])[O:46][C:47]([CH3:48])([CH3:49])[CH3:50]. Reactants: C(Cl)(Cl)Cl (CHCl3), O (H2O), CC1=[N+](C(=CC=C1)C)[O-] (2,6-dimethylpyridine 1-oxide), [N+](=O)(O)[O-] (HNO3). Solvent: OS(=O)(=O)O (H2SO4). The product is CC1=[N+](C(=CC(=C1)[N+](=O)[O-])C)[O-] (2,6-dimethyl-4-nitropyridine 1-oxide). Isolated yield 76.0%. Reaction SMILES: [CH3:1][C:2]1[CH:7]=[CH:6][CH:5]=[C:4]([CH3:8])[N+:3]=1[O-:9].C(Cl)(Cl)Cl.O.[N+:15]([O-])([OH:17])=[O:16]>OS(O)(=O)=O>[CH3:1][C:2]1[CH:7]=[C:6]([N+:15]([O-:17])=[O:16])[CH:5]=[C:4]([CH3:8])[N+:3]=1[O-:9]. Reported procedure: A solution of 2.23 g (18.1 mmol) of 2,6-dimethylpyridine 1-oxide (Alfa Aesar) in 7 mL of H2SO4 and 2.7 mL of HNO3 was stirred at 130° C. for 23.5 h. The solution was added to ice with CHCl3 and H2O, and the aqueous layer was extracted with CHCl3 (2×). The combined extracts were washed with 75 mL of saturated NaHCO3 solution, and the aqueous layer was extracted with CHCl3. The combined extracts were washed with brine, dried over Na2SO4, filtered, and concentrated to give 2.3 g of 2,6-dimethyl-4-n... Reported procedure: The title compound was synthesized from a mixture of (±)-tert-butyl 4-(1-(5-cyano-1-((2-(trimethylsilyl)ethoxy)methyl)-1H-benzo[d]imidazol-2-yl)-1-hydroxyethyl)-5-methoxy-7-methyl-1H-indole-1-carboxylate and (±)-tert-butyl 4-(1-(6-cyano-1-((2-(trimethylsilyl)ethoxy)methyl)-1H-benzo[d]imidazol-2-yl)-1-hydroxy ethyl)-5-methoxy-7-methyl-1H-indole-1-carboxylate (Example 26-A) in a similar manner as shown in Example 114. 1H NMR (400 MHz, DMSO-d6) δ ppm 8.07 (s) 7.65-7.84 (m) 7.44-7.56 (m) 7.15-7.36 (... As a reaction SMILES: [C:1]([C:3]1[CH:41]=[CH:40][C:6]2[N:7](COCC[Si](C)(C)C)[C:8]([C:10]([C:13]3[C:21]([O:22][CH3:23])=[CH:20][C:19]([CH3:24])=[C:18]4[C:14]=3[CH:15]=[CH:16][N:17]4C(OC(C)(C)C)=O)(O)[CH3:11])=[N:9][C:5]=2[CH:4]=1)#[N:2].C(C1C=CC2N=C(C(C3C(OC)=CC(C)=C4C=3C=CN4C(OC(C)(C)C)=O)(O)C)N(COCC[Si](C)(C)C)C=2C=1)#N>>[CH3:23][O:22][C:21]1[C:13]([C:10]([C:8]2[NH:7][C:6]3[CH:40]=[CH:41][C:3]([C:1]#[N:2])=[CH:4][C:5]=3[N:9]=2)=[CH2:11])=[C:14]2[C:18](=[C:19]([CH3:24])[CH:20]=1)[NH:17][CH:16]=[CH:15]2. The product is COC=1C(=C2C=CNC2=C(C1)C)C(=C)C1=NC2=C(N1)C=CC(=C2)C#N (2-(1-(5-Methoxy-7-methyl-1H-indol-4-yl)vinyl)-1H-benzo[d]imidazole-5-carbonitrile). Starting materials: C(#N)C1=CC2=C(N(C(=N2)C(C)(O)C2=C3C=CN(C3=C(C=C2OC)C)C(=O)OC(C)(C)C)COCC[Si](C)(C)C)C=C1 ((±)-tert-butyl 4-(1-(5-cyano-1-((2-(trimethylsilyl)ethoxy)methyl)-1H-benzo[d]imidazol-2-yl)-1-hydroxyethyl)-5-methoxy-7-methyl-1H-indole-1-carboxylate), C(#N)C=1C=CC2=C(N(C(=N2)C(C)(O)C2=C3C=CN(C3=C(C=C2OC)C)C(=O)OC(C)(C)C)COCC[Si](C)(C)C)C1 ((±)-tert-butyl 4-(1-(6-cyano-1-((2-(trimethylsilyl)ethoxy)methyl)-1H-benzo[d]imidazol-2-yl)-1-hydroxy ethyl)-5-methoxy-7-methyl-1H-indole-1-carboxylate). Starting materials: O=C1N=C(C2=C1C(=NC2=O)C2=CC(=CC=C2)C)C2=CC(=CC=C2)C (1,4-diketo-3,6-di-(3'-methylphenyl)pyrrolo-[3,4-c]pyrrole), C([O-])([O-])=O.[K+].[K+] (potassium carbonate), C1(=CC=C(C=C1)S(=O)(=O)OC)C (methyl p-toluenesulfonate), [N+](=O)([O-])C1=CC=CC=C1 (nitrobenzene). Yields the product O=C1N(C(=C2C1=C(N(C2=O)C)C2=CC(=CC=C2)C)C2=CC(=CC=C2)C)C (1,4-diketo-2,5-dimethyl-3,6-di-(3'-methylphenyl)pyrrolo-[3,4-c]-pyrrole), formula XIII. As a reaction SMILES: [O:1]=[C:2]1[C:6]2[C:7]([C:11]3[CH:16]=[CH:15][CH:14]=[C:13]([CH3:17])[CH:12]=3)=[N:8][C:9](=O)[C:5]=2[C:4]([C:18]2[CH:23]=[CH:22][CH:21]=[C:20]([CH3:24])[CH:19]=2)=[N:3]1.[C:25](=[O:28])([O-])[O-].[K+].[K+].[C:31]1(C)C=CC(S(OC)(=O)=O)=CC=1.[N+](C1C=CC=CC=1)([O-])=O>>[O:1]=[C:2]1[C:6]2=[C:7]([C:11]3[CH:16]=[CH:15][CH:14]=[C:13]([CH3:17])[CH:12]=3)[N:8]([CH3:9])[C:25](=[O:28])[C:5]2=[C:4]([C:18]2[CH:23]=[CH:22][CH:21]=[C:20]([CH3:24])[CH:19]=2)[N:3]1[CH3:31] |f:1.2.3|. Reported procedure: 9.5 Parts of 1,4-diketo-3,6-di-(3'-methylphenyl)pyrrolo-[3,4-c]pyrrole, 9 parts of anhydrous potassium carbonate and 24 parts of methyl p-toluenesulfonate are heated at 190° C. with 85 parts of nitrobenzene for 1 hour, with stirring. The cooled reaction mixture is filtered. The dye formed remains dissolved in the solvent. The nitrobenzene is removed by means of steam distillation and the crude dye is purified by crystallisation from 45 parts of toluene. 3.8 parts of 1,4-diketo-2,5-dimethyl-3,6-d... Starting materials: NC=1N=C(C2=C(N1)N(C(S2)=O)[C@H]2[C@H](OC(C)=O)[C@H](OC(C)=O)[C@H](O2)COC(C)=O)OCC2CC2 (5-Amino-7-cyclopropylmethoxy-3-(2′,3′,5′-tri-O-acetyl-β-D-ribofuranosyl)-thiazolo[4,5-d]pyrimidin-2-one), C(=O)([O-])[O-].[K+].[K+] (K2CO3). Solvent: CO (MeOH). Conditions: time 1 hour. Product: NC=1N=C(C2=C(N1)N(C(S2)=O)[C@H]2[C@H](O)[C@H](O)[C@H](O2)CO)OCC2CC2 (5-Amino-7-cyclopropylmethoxy-3-β-D-ribofuranosyl-thiazolo[4,5-d]pyrimidin-2-one). Isolated yield 29.3%. Reaction SMILES: [NH2:1][C:2]1[N:3]=[C:4]([O:30][CH2:31][CH:32]2[CH2:34][CH2:33]2)[C:5]2[S:10][C:9](=[O:11])[N:8]([C@@H:12]3[O:24][C@H:23]([CH2:25][O:26]C(=O)C)[C@@H:18]([O:19]C(=O)C)[C@H:13]3[O:14]C(=O)C)[C:6]=2[N:7]=1.C([O-])([O-])=O.[K+].[K+]>CO>[NH2:1][C:2]1[N:3]=[C:4]([O:30][CH2:31][CH:32]2[CH2:34][CH2:33]2)[C:5]2[S:10][C:9](=[O:11])[N:8]([C@@H:12]3[O:24][C@H:23]([CH2:25][OH:26])[C@@H:18]([OH:19])[C@H:13]3[OH:14])[C:6]=2[N:7]=1 |f:1.2.3|. Procedure details: To a suspension of 62 (570 mg, 1.18 mmol) in MeOH was added K2CO3 (50 mg, 0.36 mmol) at room temperature. The reaction mixture was stirred 1 h, concentrated, partitioned between 20% IPA-CHCl3 and water, and then triturated with Et2O to afford 128 mg (29%) of 63 as a white solid: 1H (400 MHz, d6-DMSO) δ 6.86 (s, 2H), 5.85 (d, J=5.1 Hz, 1H), 5.27 (d, J=5.5 Hz, 1H), 4.96 (d, J=5.5 Hz, 1H), 4.77 (q, J=5.5 Hz, 1H), 4.66 (t, J=5.9 Hz, 1H), 4.18 (dd, J=7.3, 1.1 Hz, 1H), 4.09 (q, J=5.5 Hz, 1H), 3.75 (q,... Starting materials: S(=O)(=O)([O-])[O-].[Na+].[Na+] (sodium sulphate), CN (methylamine), C[C@@H](C=O)NC(OC(C)(C)C)=O (tert.butyl ((S)-1-methyl-2-oxoethyl)-carbamate), S(=O)(=O)([O-])[O-].[Na+].[Na+] (sodium sulphate). The solvent is C1=CC=CC=C1 (benzene). The product is C[C@@H](CNC)NC(OC(C)(C)C)=O (tert.butyl ((S)-1-methyl-2-methylamino-ethyl)-carbamate). Reaction SMILES: [CH3:1][NH2:2].[CH3:3][C@H:4]([NH:7][C:8](=[O:14])[O:9][C:10]([CH3:13])([CH3:12])[CH3:11])[CH:5]=O.S([O-])([O-])(=O)=O.[Na+].[Na+]>C1C=CC=CC=1>[CH3:3][C@H:4]([NH:7][C:8](=[O:14])[O:9][C:10]([CH3:13])([CH3:12])[CH3:11])[CH2:5][NH:2][CH3:1] |f:2.3.4|. Reported procedure: 6.00 ml methylamine solution (2 M in tetrahydrofuran) are added to 1.73 g tert.butyl ((S)-1-methyl-2-oxoethyl)-carbamate in 20 ml benzene with stirring at ambient temperature. Then 2.50 g anhydrous sodium sulphate are added and the reaction mixture is stirred overnight at ambient temperature. The sodium sulphate is suction filtered and washed again with benzene. The filtrate is evaporated down, taken up in 20 ml of methanol and combined with 397 mg sodium cyanoborohydride with stirring at ambien... Reactants: CC(C[C@H](CC(=O)O)C(N[C@@H]1C(NCCCCCCN2C=3C=CC=CC3C(C1)=C2)=O)=O)C ((3R,10S)-5-Methyl-3-(9-oxo-1,8-diazatricyclo[10.6.1.013,18 ]-nonadeca-12(19),13(18),14,16-tetraen-10-ylcarbamoyl)hexanoic acid), CCN=C=NCCCN(C)C (EDCI), C(C)O (ethanol), N,N-dimethylaminopyridine. Solvent: C(Cl)Cl (CH2Cl2), C(Cl)Cl (CH2Cl2). Conditions: time 8 hour. Yields the product C(C)OC(C[C@@H](CC(C)C)C(N[C@@H]1C(NCCCCCCN2C=3C=CC=CC3C(C1)=C2)=O)=O)=O ((3R,10S)-5-Methyl-3-(9-oxo-1,8-diaza-tricyclo[10.6.1.013,18 ]nonadeca-12(19),13(18),14,16-tetraen-10-ylcarbamoyl)hexanoic acid ethyl ester). Isolated yield 55.0%. RXN SMILES: [CH3:1][CH:2]([CH3:32])[CH2:3][C@@H:4]([C:9](=[O:31])[NH:10][C@H:11]1[CH2:28][C:27]2=[CH:29][N:20]([C:21]3[CH:22]=[CH:23][CH:24]=[CH:25][C:26]=32)[CH2:19][CH2:18][CH2:17][CH2:16][CH2:15][CH2:14][NH:13][C:12]1=[O:30])[CH2:5][C:6]([OH:8])=[O:7].[CH2:33](O)[CH3:34].CCN=C=NCCCN(C)C>C(Cl)Cl>[CH2:33]([O:7][C:6](=[O:8])[CH2:5][C@H:4]([C:9](=[O:31])[NH:10][C@H:11]1[CH2:28][C:27]2=[CH:29][N:20]([C:21]3[CH:22]=[CH:23][CH:24]=[CH:25][C:26]=32)[CH2:19][CH2:18][CH2:17][CH2:16][CH2:15][CH2:14][NH:13][C:12]1=[O:30])[CH2:3][CH:2]([CH3:32])[CH3:1])[CH3:34]. Procedure: (3R,10S)-5-Methyl-3-(9-oxo-1,8-diazatricyclo[10.6.1.013,18 ]-nonadeca-12(19),13(18),14,16-tetraen-10-ylcarbamoyl)hexanoic acid (183 mg) was taken up in 40 mL of dry CH2Cl2 and at 0° C. ethanol (0.5 mL, 5 eq) was added followed by N,N-dimethylaminopyridine (0.1 eq, 5 mg) and finally EDCI (209 mg, 5 eq). The resulting solution was stirred from 0° C. to room temperature overnight. Additional CH2Cl2 (100 mL) was added and the mixture was washed with 0.5N HCl (2×50 mL), saturated NaHCO3 (2×50 mL) and...